This data is from the Open Reaction Database (ORD), a public repository of structured organic reaction records. The task is: describe an organic reaction: reactants, conditions, products, and yield Reactants: CC(C)(C)OC(=O)N1CCC(C=O)CC1, CC(=O)O[BH-](OC(C)=O)OC(C)=O, CCCNC1CCc2ccc(O)cc2C1, CC(Cl)Cl, [Na+]. The product is CCCN(CC1CCN(C(=O)OC(C)(C)C)CC1)C1CCc2ccc(O)cc2C1. Reaction SMILES: [C:16]([CH3:17])([CH3:18])([CH3:19])[O:20][C:21](=[O:22])[N:23]1[CH2:24][CH2:25][CH:26]([CH:29]=[O:30])[CH2:27][CH2:28]1.[C:31]([O:32][BH-:33]([O:34][C:35](=[O:36])[CH3:37])[O:38][C:39](=[O:40])[CH3:41])(=[O:42])[CH3:43].[CH2:1]([CH2:2][CH3:3])[NH:4][CH:5]1[CH2:6][CH2:7][c:8]2[cH:9][cH:10][c:11]([OH:15])[cH:12][c:13]2[CH2:14]1.[Cl:45][CH:46]([Cl:47])[CH3:48].[Na+:44]>>[CH2:1]([CH2:2][CH3:3])[N:4]([CH:5]1[CH2:6][CH2:7][c:8]2[cH:9][cH:10][c:11]([OH:15])[cH:12][c:13]2[CH2:14]1)[CH2:29][CH:26]1[CH2:25][CH2:24][N:23]([C:21]([O:20][C:16]([CH3:17])([CH3:18])[CH3:19])=[O:22])[CH2:28][CH2:27]1. The reactants are ClCC(C)=O (chloroacetone), C(#CC(=O)OC)C(=O)OC (dimethyl acetylene dicarboxylate), [SH-].[Na+] (sodium hydrosulfide). Yields the product C(C)(=O)C=1SC(=CC1O)C(=O)OC (methyl 2-acetyl-3-hydroxythiophene-5-carboxylate), materials. Isolated yield 60.0%. As a reaction SMILES: Cl[CH2:2][C:3](=[O:5])[CH3:4].[C:6]([C:12]([O:14][CH3:15])=[O:13])#[C:7][C:8](OC)=[O:9].[SH-:16].[Na+]>>[C:3]([C:2]1[S:16][C:6]([C:12]([O:14][CH3:15])=[O:13])=[CH:7][C:8]=1[OH:9])(=[O:5])[CH3:4] |f:2.3|. Procedure details: According to the description in Synth. Commun., 1996, 26, 1083, methyl 2-acetyl-3-hydroxythiophene-5-carboxylate was synthesized with chloroacetone, dimethyl acetylene dicarboxylate and sodium hydrosulfide as starting materials (yield: 60%). The reactants are COCCN(CCOC)S(F)(F)F (Bis(2-methoxyethyl)aminosulfur trifluoride), ClC1=NC=CC(=N1)C(C)O (1-(2-chloropyrimidin-4-yl)ethanol). The solvent is ClCCl (dichloromethane), ClCCl (dichloromethane). Run at temperature 0 celsius, time 15 minute. Product: ClC1=NC=CC(=N1)C(C)F (2-chloro-4-(1-fluoroethyl)pyrimidine). RXN SMILES: COCCN(S(F)(F)[F:11])CCOC.[Cl:14][C:15]1[N:20]=[C:19]([CH:21](O)[CH3:22])[CH:18]=[CH:17][N:16]=1>ClCCl>[Cl:14][C:15]1[N:20]=[C:19]([CH:21]([F:11])[CH3:22])[CH:18]=[CH:17][N:16]=1. Procedure details: Bis(2-methoxyethyl)aminosulfur trifluoride (7.70 g, 17.4 mmol) was added drop wise to a solution of 1-(2-chloropyrimidin-4-yl)ethanol (2.30 g, 14.5 mmol) in dichloromethane (20 mL) at 0° C. and the mixture was stirred at 0° C. for 15 minutes. The mixture was diluted with dichloromethane and washed with aqueous sodium bicarbonate. The organic layers were separated, dried over anhydrous magnesium sulfate, filtered, and concentrated under reduced pressure. The residue was purified by column chromat... The reactants are C(C1=CC=CC=C1)OC[C@H](NC(=O)OCC1=CC=CC=C1)C(=O)OC[C@H](NC(C(F)(F)F)=O)C(=O)OCC1=CC=CC=C1 (benzyl O-(O-benzyl-N-benzyloxycarbonyl-L-serinyl)-N-trifluoroacetyl-L-serinate). Reagents/catalysts: [Pd] (palladium on activated carbon). Solvent: C(C)(=O)O (acetic acid). Reaction conditions: time 6 hour. Yields the product N[C@@H](CO)C(=O)OC[C@H](NC(C(F)(F)F)=O)C(=O)O (O-(L-serinyl)-N-trifluoroacetyl-L-serine). RXN SMILES: C([O:8][CH2:9][C@@H:10]([C:22]([O:24][CH2:25][C@@H:26]([C:34]([O:36]CC1C=CC=CC=1)=[O:35])[NH:27][C:28](=[O:33])[C:29]([F:32])([F:31])[F:30])=[O:23])[NH:11]C(OCC1C=CC=CC=1)=O)C1C=CC=CC=1>[Pd].C(O)(=O)C>[NH2:11][C@H:10]([C:22]([O:24][CH2:25][C@@H:26]([C:34]([OH:36])=[O:35])[NH:27][C:28](=[O:33])[C:29]([F:32])([F:31])[F:30])=[O:23])[CH2:9][OH:8]. Procedure details: A mixture of benzyl O-(O-benzyl-N-benzyloxycarbonyl-L-serinyl)-N-trifluoroacetyl-L-serinate (1 g) and 10% palladium on activated carbon (1 g) in acetic acid (30 ml) was hydrogenated under hydrogen at 40 psi at room temperature for 6 hours. The reaction mixture was filtered with Celite (filter aid, trade mark, made by Nakarai Chemicals) and the filtrate was concentrated in vacuo and the residue was diluted with water (50 ml) and lyophylized to give O-(L-serinyl)-N-trifluoroacetyl-L-serine (430 ml...